This data is from the Open Reaction Database (ORD), a public repository of structured organic reaction records. The task is: describe an organic reaction: reactants, conditions, products, and yield The reactants are C(C)OC(C(CC1=CNC2=CC=C(C=C12)Br)=NO)=O (2-hydroxyimino-3-(5-bromo-1H-indol-3-yl)-propionic acid ethyl ester). The reagents and catalysts are [Zn] (Zinc). Run in C(C)(=O)O (acetic acid). Conditions: time 8 hour. Product: C(C)OC(C(CC1=CNC2=CC=C(C=C12)Br)N)=O (2-amino-3-(5-bromo-1H-indol-3-yl)-propionic Acid Ethyl Ester). The yield is 109.6%. RXN SMILES: [CH2:1]([O:3][C:4](=[O:19])[C:5](=[N:17]O)[CH2:6][C:7]1[C:15]2[C:10](=[CH:11][CH:12]=[C:13]([Br:16])[CH:14]=2)[NH:9][CH:8]=1)[CH3:2]>C(O)(=O)C.[Zn]>[CH2:1]([O:3][C:4](=[O:19])[CH:5]([NH2:17])[CH2:6][C:7]1[C:15]2[C:10](=[CH:11][CH:12]=[C:13]([Br:16])[CH:14]=2)[NH:9][CH:8]=1)[CH3:2]. Reported procedure: Zinc dust (3.30 g, 50.4 mmol) was added portionwise to a stirred solution of 2-hydroxyimino-3-(5-bromo-1H-indol-3-yl)-propionic acid ethyl ester (4.10 g, 12.61 mmol) in acetic acid (100 mL) over 30 min. After stirring overnight, the mixture was filtered through CELITE® and concentrated. The residue was dissolved in 1 N HCl and re-evaporated to give 4.30 g of the title compound as a crude material. LCMS m/z (ESI) [M−HCl+H]+ calcd for C1-3H15BrN2O2 (Br79) 312.2, found 312.2. Starting materials: stannous chloride dihydrate, Cl (hydrochloric acid), [N+](=O)([O-])C1=CC=C(C(C#N)=C1)N (5-nitroanthranilonitrile), solution, [OH-].[Na+] (sodium hydroxide). Solvent: O (Water). Run at time 4 hour. Yields the product NC1=C(C#N)C=C(C=C1)N (2,5-Diaminobenzonitrile). Yield: 86.4%. RXN SMILES: Cl.[N+:2]([C:5]1[CH:12]=[C:9]([C:10]#[N:11])[C:8]([NH2:13])=[CH:7][CH:6]=1)([O-])=O.[OH-].[Na+]>O>[NH2:13][C:8]1[CH:7]=[CH:6][C:5]([NH2:2])=[CH:12][C:9]=1[C:10]#[N:11] |f:2.3|. Reported procedure: To a solution of 80 grams (0.356 mole) of stannous chloride dihydrate in 200 ml. of concentrated hydrochloric acid is added in portions over the course of about 5 minutes, 16.314 grams (0.1 mole) of 5-nitroanthranilonitrile. Water cooling is used and the internal temperature rises to about 50°. Stirring is continued for 4 hours and the mixture is allowed to stand overnight. The reaction mixture is cooled to 5° in an ice-bath and a cold 50% solution of sodium hydroxide added until the mixture is ... Reactants: Cl.N[C@@H]1C(N(CC1)CC=1C=C(C#N)C=CC1)=O (3-(3-(S)-amino-2-oxopyrrolidin-1-ylmethyl)benzonitrile hydrochloride), ClCCS(=O)(=O)Cl (2-chloroethanesulfonyl chloride). The product is C(#N)C=1C=C(CN2C([C@H](CC2)NS(=O)(=O)C=C)=O)C=CC1 (Ethenesulfonic acid [1-(3-cyanobenzyl)-2-oxopyrrolidin-3(S)-yl]amide). RXN SMILES: Cl.[NH2:2][C@H:3]1[CH2:7][CH2:6][N:5]([CH2:8][C:9]2[CH:10]=[C:11]([CH:14]=[CH:15][CH:16]=2)[C:12]#[N:13])[C:4]1=[O:17].Cl[CH2:19][CH2:20][S:21](Cl)(=[O:23])=[O:22]>>[C:12]([C:11]1[CH:10]=[C:9]([CH:16]=[CH:15][CH:14]=1)[CH2:8][N:5]1[CH2:6][CH2:7][C@H:3]([NH:2][S:21]([CH:20]=[CH2:19])(=[O:23])=[O:22])[C:4]1=[O:17])#[N:13] |f:0.1|. Procedure details: The title compound is prepared from 3-(3-(S)-amino-2-oxopyrrolidin-1-ylmethyl)benzonitrile hydrochloride as in EXAMPLE 24, Part B using 2-chloroethanesulfonyl chloride in place of 6-methoxynaphthalene-2-sulfonyl chloride. The crude product is purified by column chromatography in a gradient of 10% EtOAc/CH2Cl2 to 40% EtOAc/CH2Cl2 to afford the title compound as a solid.